Task: describe an organic reaction: reactants, conditions, products, and yield. Dataset: the Open Reaction Database (ORD), a public repository of structured organic reaction records Starting materials: C1CCOC1, CO, CCOC(C)=O, O=[N+]([O-])c1ccc(F)c2ccccc12, [H-], [Na+], O, CC(C)(C)OC(=O)Nc1cc(CCO)ccn1. Product: CC(C)(C)OC(=O)Nc1cc(CCOc2ccc([N+](=O)[O-])c3ccccc23)ccn1. RXN SMILES: [CH2:35]1[O:36][CH2:37][CH2:38][CH2:39]1.[CH3:40][OH:41].[CH3:42][CH2:43][O:44][C:45]([CH3:46])=[O:47].[F:20][c:21]1[cH:22][cH:23][c:24]([N+:31](=[O:32])[O-:33])[c:25]2[cH:26][cH:27][cH:28][cH:29][c:30]12.[H-:18].[Na+:19].[OH2:34].[OH:1][CH2:2][CH2:3][c:4]1[cH:5][c:6]([NH:10][C:11]([O:12][C:13]([CH3:14])([CH3:15])[CH3:16])=[O:17])[n:7][cH:8][cH:9]1>>[O:1]([CH2:2][CH2:3][c:4]1[cH:5][c:6]([NH:10][C:11]([O:12][C:13]([CH3:14])([CH3:15])[CH3:16])=[O:17])[n:7][cH:8][cH:9]1)[c:21]1[cH:22][cH:23][c:24]([N+:31](=[O:32])[O-:33])[c:25]2[cH:26][cH:27][cH:28][cH:29][c:30]12. The reactants are CC(=O)OC1CC2=CC=C3C4CCC(C(C)C5OCCO5)C4(C)CCC3C2(C)C(OC(=O)c2ccccc2)C1, C1CCOC1, O, Cc1ccc(S(=O)(=O)O)cc1. The product is CC(=O)OC1CC2=CC=C3C4CCC(C(C)C=O)C4(C)CCC3C2(C)C(OC(=O)c2ccccc2)C1. RXN SMILES: [O:1]1[CH:2]([CH:6]([CH3:7])[CH:8]2[CH2:9][CH2:10][CH:11]3[C:12]4=[CH:13][CH:14]=[C:15]5[CH2:16][CH:17]([O:36][C:37]([CH3:38])=[O:39])[CH2:18][CH:19]([O:27][C:28]([c:29]6[cH:30][cH:31][cH:32][cH:33][cH:34]6)=[O:35])[C:20]5([CH3:21])[CH:22]4[CH2:23][CH2:24][C:25]23[CH3:26])[O:5][CH2:4][CH2:3]1.[O:52]1[CH2:53][CH2:54][CH2:55][CH2:56]1.[OH2:40].[c:41]1([CH3:42])[cH:43][cH:44][c:45]([S:46]([OH:47])(=[O:48])=[O:49])[cH:50][cH:51]1>>[O:1]=[CH:2][CH:6]([CH3:7])[CH:8]1[CH2:9][CH2:10][CH:11]2[C:12]3=[CH:13][CH:14]=[C:15]4[CH2:16][CH:17]([O:36][C:37]([CH3:38])=[O:39])[CH2:18][CH:19]([O:27][C:28]([c:29]5[cH:30][cH:31][cH:32][cH:33][cH:34]5)=[O:35])[C:20]4([CH3:21])[CH:22]3[CH2:23][CH2:24][C:25]12[CH3:26]. Reactants: COC1=CC=C(C=C1)S(=O)(=O)NC1=C(C=CC=C1)/C=C/C1=CC=NC=C1 ((E)-4-[2-[2-[[(p-Methoxyphenyl)sulfonyl]amino]phenyl]ethenyl]pyridine), BrCCOC (1-bromo-2-methoxyethane), Cl (hydrochloride). The product is Cl.COCCN(S(=O)(=O)C1=CC=C(C=C1)OC)C1=C(C=CC=C1)/C=C/C1=CC=NC=C1 ((E)-4-[2-[2-[N-(2-Methoxyethyl)-N-[(p-methoxyphenyl)sulfonyl]amino]phenyl]ethenyl]pyridine hydrochloride). RXN SMILES: [CH3:1][O:2][C:3]1[CH:8]=[CH:7][C:6]([S:9]([NH:12][C:13]2[CH:18]=[CH:17][CH:16]=[CH:15][C:14]=2/[CH:19]=[CH:20]/[C:21]2[CH:26]=[CH:25][N:24]=[CH:23][CH:22]=2)(=[O:11])=[O:10])=[CH:5][CH:4]=1.Br[CH2:28][CH2:29][O:30][CH3:31].[ClH:32]>>[ClH:32].[CH3:31][O:30][CH2:29][CH2:28][N:12]([C:13]1[CH:18]=[CH:17][CH:16]=[CH:15][C:14]=1/[CH:19]=[CH:20]/[C:21]1[CH:26]=[CH:25][N:24]=[CH:23][CH:22]=1)[S:9]([C:6]1[CH:5]=[CH:4][C:3]([O:2][CH3:1])=[CH:8][CH:7]=1)(=[O:11])=[O:10] |f:3.4|. Procedure details: Using 1.00 g of the compound obtained in Example 3A and 1-bromo-2-methoxyethane, the reaction and after-treatment procedure of Example 9 was otherwise carried out and the product was converted to the hydrochloride. By this procedure, 0.45 g of the title compound (amorphous) was obtained. Reactants: Cc1cc2c(cn1)cc(-c1cc(C(=O)O)ccc1C)c(=O)n2C, Nc1ccc(F)cn1, O=S(Cl)Cl, c1ccncc1. Product: Cc1cc2c(cn1)cc(-c1cc(C(=O)Nc3ccc(F)cn3)ccc1C)c(=O)n2C. Reaction SMILES: [CH3:1][n:2]1[c:3](=[O:23])[c:4](-[c:13]2[cH:14][c:15]([C:16](=[O:17])[OH:18])[cH:19][cH:20][c:21]2[CH3:22])[cH:5][c:6]2[cH:7][n:8][c:9]([CH3:12])[cH:10][c:11]12.[F:24][c:25]1[cH:26][cH:27][c:28]([NH2:31])[n:29][cH:30]1.[S:38]([Cl:39])([Cl:40])=[O:41].[cH:32]1[cH:33][cH:34][n:35][cH:36][cH:37]1>>[CH3:1][n:2]1[c:3](=[O:23])[c:4](-[c:13]2[cH:14][c:15]([C:16](=[O:18])[NH:31][c:28]3[cH:27][cH:26][c:25]([F:24])[cH:30][n:29]3)[cH:19][cH:20][c:21]2[CH3:22])[cH:5][c:6]2[cH:7][n:8][c:9]([CH3:12])[cH:10][c:11]12. The reactants are C1(=CC=CC=C1)S (thiophenol), BrCC(CCl)C (3-bromo-1-chloro-2-methylpropane), [OH-].[Na+] (sodium hydroxide). Run in C(C)O (ethanol). Run at temperature 40 celsius. Yields the product C1(=CC=CC=C1)SCC(CCl)C (1-Phenylthio-2-methyl-3-chloropropane). Yield: 97.1%. Reaction SMILES: [C:1]1([SH:7])[CH:6]=[CH:5][CH:4]=[CH:3][CH:2]=1.Br[CH2:9][CH:10]([CH3:13])[CH2:11][Cl:12].[OH-].[Na+]>C(O)C>[C:1]1([S:7][CH2:9][CH:10]([CH3:13])[CH2:11][Cl:12])[CH:6]=[CH:5][CH:4]=[CH:3][CH:2]=1 |f:2.3|. Procedure details: A mixture of 22 g (0.2 mol) of thiophenol and 37.7 g (0.22 mol) of 3-bromo-1-chloro-2-methylpropane in 200 ml of ethanol is stirred at 40° C and 40 ml (0.2 mol) of 5N sodium hydroxide solution is added dropwise. The mixture is stirred for a further 2 hours at 40° C and evaporated to dryness in vacuo, the residue is extracted with methylene chloride and the extract is washed with water, dried and evaporated in vacuo. 39 g (97%) of a yellow oil are obtained. As a reaction SMILES: [Br-:24].[CH3:1][O:2][c:3]1[cH:4][c:5]([C:6](=[O:7])[CH:8]([CH3:9])[CH2:10][CH2:11][c:12]2[cH:13][cH:14][c:15]([F:16])[cH:17][cH:18]2)[cH:19][c:20]([O:21][CH3:22])[cH:23]1.[CH3:25][Mg+:26].[CH3:29][O:30][c:31]1[cH:32][c:33]([C:39]([CH3:40])([CH:41]([CH2:42][CH2:43][c:44]2[cH:45][cH:46][c:47]([F:50])[cH:48][cH:49]2)[CH3:51])[OH:52])[cH:34][c:35]([O:37][CH3:38])[cH:36]1.[CH3:58][C:59](=[O:60])[OH:61].[Cl-:27].[NH4+:28].[Pd:62].[S:53](=[O:54])(=[O:55])([OH:56])[OH:57]>>[CH3:29][O:30][c:31]1[cH:32][c:33]([CH:39]([CH3:40])[CH:41]([CH2:42][CH2:43][c:44]2[cH:45][cH:46][c:47]([F:50])[cH:48][cH:49]2)[CH3:51])[cH:34][c:35]([O:37][CH3:38])[cH:36]1. The product is COc1cc(OC)cc(C(C)C(C)CCc2ccc(F)cc2)c1. Starting materials: [Br-], COc1cc(OC)cc(C(=O)C(C)CCc2ccc(F)cc2)c1, C[Mg+], COc1cc(OC)cc(C(C)(O)C(C)CCc2ccc(F)cc2)c1, CC(=O)O, [Cl-], [NH4+], [Pd], O=S(=O)(O)O. The reactants are CN(C1CC(CC1)(C1=CC=CC=C1)C1=CC=C(C=C1)Cl)C (1-dimethylamino-3-(4-chlorophenyl)-3-phenylcyclopentane), Cl (Hydrochloride). Reported procedure: 1-dimethylamino-3-(4-chlorophenyl)-3-phenylcyclopentane [PUN 123] Hydrochloride m.p. 168°-170° C. RXN SMILES: [CH3:1][N:2]([CH3:21])[CH:3]1[CH2:7][CH2:6][C:5]([C:14]2[CH:19]=[CH:18][C:17](Cl)=[CH:16][CH:15]=2)([C:8]2[CH:13]=[CH:12][CH:11]=[CH:10][CH:9]=2)[CH2:4]1.Cl>>[CH3:1][N:2]([CH3:21])[CH:3]1[CH2:7][CH2:6][C:5]([C:8]2[CH:13]=[CH:12][CH:11]=[CH:10][CH:9]=2)([C:14]2[CH:15]=[CH:16][CH:17]=[CH:18][CH:19]=2)[CH2:4]1. The product is CN(C1CC(CC1)(C1=CC=CC=C1)C1=CC=CC=C1)C (1-dimethylamino-3,3-diphenylcyclopentane). The reactants are P(=O)(Cl)(Cl)Cl (phosphorus oxychloride), C(C1=CC=CC=C1)(C1=CC=CC=C1)OC(=O)C1(CCCC1)O\N=C(/C(=O)O)\C=1N=C(SC1)NC(C1=CC=CC=C1)(C1=CC=CC=C1)C1=CC=CC=C1 ((Z)-2-(1-benzhydryloxycarbonyl-1-cyclopentyloxyimino)-2-(2-tritylaminothiazol-4-yl) acetic acid), NC1[C@@H]2N(C(=C(CS2)CCl)C(=O)OC(C2=CC=CC=C2)C2=CC=CC=C2)C1=O (benzhydryl 7-amino-3-chloromethyl-3-cephem-4-carboxylate), CN(C1=CC=CC=C1)C (N,N-dimethylaniline). Solvent: O (water), C(Cl)(Cl)Cl (chloroform), C(Cl)Cl (methylene chloride). Run at time 4 hour. Product: C(C1=CC=CC=C1)(C1=CC=CC=C1)OC(=O)C1(CCCC1)O\N=C(/C(=O)NC1[C@@H]2N(C(=C(CS2)CCl)C(=O)OC(C2=CC=CC=C2)C2=CC=CC=C2)C1=O)\C=1N=C(SC1)NC(C1=CC=CC=C1)(C1=CC=CC=C1)C1=CC=CC=C1 (Benzhydryl 7-[(Z)-2-(1-benzhydryloxycarbonyl-1-cyclopentyloxyimino)-2-(2-tritylaminothiazol-4-yl) acetamido]-3-chloromethyl-3-cephem-4-carboxylate). Reaction SMILES: [CH:1]([O:14][C:15]([C:17]1([O:22]/[N:23]=[C:24](/[C:28]2[N:29]=[C:30]([NH:33][C:34]([C:47]3[CH:52]=[CH:51][CH:50]=[CH:49][CH:48]=3)([C:41]3[CH:46]=[CH:45][CH:44]=[CH:43][CH:42]=3)[C:35]3[CH:40]=[CH:39][CH:38]=[CH:37][CH:36]=3)[S:31][CH:32]=2)\[C:25](O)=[O:26])[CH2:21][CH2:20][CH2:19][CH2:18]1)=[O:16])([C:8]1[CH:13]=[CH:12][CH:11]=[CH:10][CH:9]=1)[C:2]1[CH:7]=[CH:6][CH:5]=[CH:4][CH:3]=1.[NH2:53][CH:54]1[C:79](=[O:80])[N:56]2[C:57]([C:63]([O:65][CH:66]([C:73]3[CH:78]=[CH:77][CH:76]=[CH:75][CH:74]=3)[C:67]3[CH:72]=[CH:71][CH:70]=[CH:69][CH:68]=3)=[O:64])=[C:58]([CH2:61][Cl:62])[CH2:59][S:60][C@H:55]12.CN(C)C1C=CC=CC=1.P(Cl)(Cl)(Cl)=O>C(Cl)Cl.O.C(Cl)(Cl)Cl>[CH:1]([O:14][C:15]([C:17]1([O:22]/[N:23]=[C:24](/[C:28]2[N:29]=[C:30]([NH:33][C:34]([C:35]3[CH:40]=[CH:39][CH:38]=[CH:37][CH:36]=3)([C:47]3[CH:52]=[CH:51][CH:50]=[CH:49][CH:48]=3)[C:41]3[CH:42]=[CH:43][CH:44]=[CH:45][CH:46]=3)[S:31][CH:32]=2)\[C:25]([NH:53][CH:54]2[C:79](=[O:80])[N:56]3[C:57]([C:63]([O:65][CH:66]([C:67]4[CH:72]=[CH:71][CH:70]=[CH:69][CH:68]=4)[C:73]4[CH:74]=[CH:75][CH:76]=[CH:77][CH:78]=4)=[O:64])=[C:58]([CH2:61][Cl:62])[CH2:59][S:60][C@H:55]23)=[O:26])[CH2:21][CH2:20][CH2:19][CH2:18]1)=[O:16])([C:8]1[CH:9]=[CH:10][CH:11]=[CH:12][CH:13]=1)[C:2]1[CH:7]=[CH:6][CH:5]=[CH:4][CH:3]=1. Reported procedure: 2.12 g (3 mmol) of (Z)-2-(1-benzhydryloxycarbonyl-1-cyclopentyloxyimino)-2-(2-tritylaminothiazol-4-yl) acetic acid and 1.24 g (3 mmol) of benzhydryl 7-amino-3-chloromethyl-3-cephem-4-carboxylate were dissolved in 50 ml of methylene chloride, and 1.2 ml (9.6 mmol) of N,N-dimethylaniline was added under cooling with ice. Then, 0.29 ml (3.15 mmol) of phosphorus oxychloride was dropwise added thereto, and the mixture was stirred at the same temperature for 4 hours. 30 ml of chloroform and 30 ml of w... Starting materials: Nc1cc(Br)ccc1[N+](=O)[O-], O=C([O-])[O-], CC(=O)Cl, [K+], [K+]. Yields the product CC(=O)Nc1cc(Br)ccc1[N+](=O)[O-]. As a reaction SMILES: [Br:1][c:2]1[cH:3][cH:4][c:5]([N+:9](=[O:10])[O-:11])[c:6]([NH2:8])[cH:7]1.[C:16](=[O:17])([O-:18])[O-:19].[CH3:12][C:13]([Cl:14])=[O:15].[K+:20].[K+:21]>>[Br:1][c:2]1[cH:3][cH:4][c:5]([N+:9](=[O:10])[O-:11])[c:6]([NH:8][C:13]([CH3:12])=[O:15])[cH:7]1.